This data is from the Open Reaction Database (ORD), a public repository of structured organic reaction records. The task is: describe an organic reaction: reactants, conditions, products, and yield The reactants are C(C)(=O)O[C@@H]1[C@]2(C)[C@@H](CC1)[C@@H]1CC[C@H]3CC(C=C[C@]3(C)[C@H]1CC2)=O (17β-acetoxy-5α-androst-1-en-3-one), CuBr, C(C)(=O)OCC (ethyl acetate), O (water). Reaction conditions: temperature 25 celsius, time 16 hour. Product: C(C)(=O)O[C@@H]1[C@]2(C)[C@@H](CC1)[C@@H]1CC[C@H]3CC(C[C@@H]([C@]3(C)[C@H]1CC2)C)=O (17β-acetoxy-1α-methyl-5α-androstan-3-one). As a reaction SMILES: [C:1]([O:4][C@H:5]1[CH2:10][CH2:9][C@H:8]2[C@H:11]3[C@H:21]([CH2:22][CH2:23][C@:6]12[CH3:7])[C@:19]1([CH3:20])[C@H:14]([CH2:15][C:16](=[O:24])[CH:17]=[CH:18]1)[CH2:13][CH2:12]3)(=[O:3])[CH3:2].O.[C:26](OCC)(=O)C>>[C:1]([O:4][C@H:5]1[CH2:10][CH2:9][C@H:8]2[C@H:11]3[C@H:21]([CH2:22][CH2:23][C@:6]12[CH3:7])[C@:19]1([CH3:20])[C@H:14]([CH2:15][C:16](=[O:24])[CH2:17][C@@H:18]1[CH3:26])[CH2:13][CH2:12]3)(=[O:3])[CH3:2]. Reported procedure: 3.3 g (10 mmol) of 17β-acetoxy-5α-androst-1-en-3-one in 15 ml of ethyl acetate and 143 mg (0.1 mmol) of CuBr are added to solution a). It is stirred for 16 hours at 25° C. The reaction solution is hydrolyzed with 1 ml of water, stirred for 15 minutes more and the inorganic solid is filtered off. The solid is washed with ethyl acetate. After evaporation of the solvent, 3.5 g of substance is obtained that is recrystallized from acetone. After suctioning off of the crystals, 2.9 g of 17-acetoxy-1α-... Reactants: B, CCOC(=O)c1c(C)c[nH]c1CC(=O)NCCN1CCCCC1, Cl, [Na+], C1CCOC1, [OH-], O, c1ccoc1, c1ccoc1, c1ccoc1, c1ccoc1. Yields the product CCOC(=O)c1c(C)c[nH]c1CCNCCN1CCCCC1. As a reaction SMILES: [BH3:44].[CH2:1]([CH3:2])[O:3][C:4](=[O:5])[c:6]1[c:7]([CH2:12][C:13]([NH:14][CH2:15][CH2:16][N:17]2[CH2:18][CH2:19][CH2:20][CH2:21][CH2:22]2)=[O:23])[nH:8][cH:9][c:10]1[CH3:11].[ClH:45].[Na+:47].[O:48]1[CH2:49][CH2:50][CH2:51][CH2:52]1.[OH-:46].[OH2:53].[o:24]1[cH:25][cH:26][cH:27][cH:28]1.[o:29]1[cH:30][cH:31][cH:32][cH:33]1.[o:34]1[cH:35][cH:36][cH:37][cH:38]1.[o:39]1[cH:40][cH:41][cH:42][cH:43]1>>[CH2:1]([CH3:2])[O:3][C:4](=[O:5])[c:6]1[c:7]([CH2:12][CH2:13][NH:14][CH2:15][CH2:16][N:17]2[CH2:18][CH2:19][CH2:20][CH2:21][CH2:22]2)[nH:8][cH:9][c:10]1[CH3:11].